Task: describe an organic reaction: reactants, conditions, products, and yield. Dataset: the Open Reaction Database (ORD), a public repository of structured organic reaction records Reactants: NC=1C=C(C(=O)OCC)C=CC1N (ethyl 3,4-diaminobenzoate), N1(CCCCC1)CC=1C=C(OCCCC(=O)O)C=CC1 (4-(3-piperidinomethylphenoxy)butyric acid), C(CCC)(=O)O (butyric acid), Cl (hydrochloric acid), Cl (hydrochloric acid), N (ammonia). The solvent is O (water). Yields the product C(C)OC(=O)C1=CC2=C(N=C(N2)CCCOC2=CC(=CC=C2)CN2CCCCC2)C=C1 (5-ethoxycarbonyl-2-[3-(3-piperidinomethylphenoxy)propyl]benzimidazole). RXN SMILES: [NH2:1][C:2]1[CH:3]=[C:4]([CH:10]=[CH:11][C:12]=1[NH2:13])[C:5]([O:7][CH2:8][CH3:9])=[O:6].[N:14]1([CH2:20][C:21]2[CH:22]=[C:23]([CH:31]=[CH:32][CH:33]=2)[O:24][CH2:25][CH2:26][CH2:27][C:28](O)=O)[CH2:19][CH2:18][CH2:17][CH2:16][CH2:15]1.Cl.C(O)(=O)CCC.N>O>[CH2:8]([O:7][C:5]([C:4]1[CH:10]=[CH:11][C:12]2[N:13]=[C:28]([CH2:27][CH2:26][CH2:25][O:24][C:23]3[CH:31]=[CH:32][CH:33]=[C:21]([CH2:20][N:14]4[CH2:19][CH2:18][CH2:17][CH2:16][CH2:15]4)[CH:22]=3)[NH:1][C:2]=2[CH:3]=1)=[O:6])[CH3:9]. Procedure details: A mixture of ethyl 3,4-diaminobenzoate (0.9 g), 4-(3-piperidinomethylphenoxy)butyric acid (2.1 g) prepared as described in Example 42 and 4N hydrochloric acid (6 ml) was heated and stirred under reflux for 90 minutes. A further portion of the butyric acid (2.1 g) and of 4N hydrochloric acid (6 ml) was added and the mixture heated under reflux for 90 minutes. The reaction mixture was cooled and poured into water (10 volumes). Aqueous ammonia (S.G. 0.880) was added until the solution was alkaline ... Reported procedure: The title compound was prepared from the product of Step 3 in a manner similar to that described for the preparation of the title compound of Example 11 from the product of Example 11, Step 1. MS m/e 534; HPLC retention time 4.19 min. The reactants are C(CCCC)C1=CC=C(C=C1)S(=O)(=O)NCCC=1OC2=C(N1)C=CC(=C2)C(=O)O (2-(2-(4-pentylphenylsulfonamido)ethyl)benzo[d] oxazole-6-carboxylic acid), C(C)(C)C=1C=C(C=CC1)NC(=O)C=1C=CC2=C(N=C(O2)CCNS(=O)(=O)C2=CC=C(C=C2)CCCCC)C1 (N-(3-isopropylphenyl)-2-(2-(4-pentylphenylsulfonamido)ethyl)benzo[d]oxazole-5-carboxamide), C(CCCC)C1=CC=C(C=C1)S(=O)(=O)NCCC=1OC2=C(N1)C=C(C=C2)C(=O)O (2-(2-(4-pentylphenylsulfonamido)ethyl)benzo[d]oxazole-5-carboxylic acid). RXN SMILES: [CH2:1]([C:6]1[CH:11]=[CH:10][C:9]([S:12]([NH:15][CH2:16][CH2:17][C:18]2[O:19][C:20]3[CH:26]=[C:25]([C:27]([OH:29])=O)[CH:24]=[CH:23][C:21]=3[N:22]=2)(=[O:14])=[O:13])=[CH:8][CH:7]=1)[CH2:2][CH2:3][CH2:4][CH3:5].[CH:30]([C:33]1[CH:34]=[C:35]([NH:39]C(C2C=CC3OC(CCNS(C4C=CC(CCCCC)=CC=4)(=O)=O)=NC=3C=2)=O)[CH:36]=[CH:37][CH:38]=1)([CH3:32])[CH3:31].C(C1C=CC(S(NCCC2OC3C=CC(C(O)=O)=CC=3N=2)(=O)=O)=CC=1)CCCC>>[CH:30]([C:33]1[CH:34]=[C:35]([NH:39][C:27]([C:25]2[CH:24]=[CH:23][C:21]3[N:22]=[C:18]([CH2:17][CH2:16][NH:15][S:12]([C:9]4[CH:8]=[CH:7][C:6]([CH2:1][CH2:2][CH2:3][CH2:4][CH3:5])=[CH:11][CH:10]=4)(=[O:13])=[O:14])[O:19][C:20]=3[CH:26]=2)=[O:29])[CH:36]=[CH:37][CH:38]=1)([CH3:32])[CH3:31]. Product: C(C)(C)C=1C=C(C=CC1)NC(=O)C1=CC2=C(N=C(O2)CCNS(=O)(=O)C2=CC=C(C=C2)CCCCC)C=C1 (N-(3-isopropylphenyl)-2-(2-(4-pentylphenylsulfonamido)ethyl)benzo[d]oxazole-6-carboxamide). Reactants: S(=O)(=O)([O-])[O-].[Na+].[Na+] (sodium sulfate), ClC=1C(=NC=CN1)N (3-chloropyrazin-2-amine), ClC=1C=C(C=CC1)[C@@H](CO)NC(=O)C1=C(C=C(C=C1)B(O)O)F ((S)-4-(1-(3-chlorophenyl)-2-hydroxyethylcarbamoyl)-3-fluorophenylboronic acid), C(=O)([O-])[O-].[Na+].[Na+] (Na2CO3). Reagents/catalysts: C1=CC=C(C=C1)P([C-]2C=CC=C2)C3=CC=CC=C3.C1=CC=C(C=C1)P([C-]2C=CC=C2)C3=CC=CC=C3.Cl[Pd]Cl.[Fe+2].C(Cl)Cl (PdCl2(dppf) DCM). The solvent is COCCOC (DME). Conditions: temperature 120 celsius. The product is NC=1C(=NC=CN1)C1=CC(=C(C(=O)N[C@H](CO)C2=CC(=CC=C2)Cl)C=C1)F ((S)-4-(3-aminopyrazin-2-yl)-N-(1-(3-chlorophenyl)-2-hydroxyethyl)-2-fluorobenzamide). The yield is 68.0%. Reaction SMILES: Cl[C:2]1[C:3]([NH2:8])=[N:4][CH:5]=[CH:6][N:7]=1.[Cl:9][C:10]1[CH:11]=[C:12]([C@H:16]([NH:19][C:20]([C:22]2[CH:27]=[CH:26][C:25](B(O)O)=[CH:24][C:23]=2[F:31])=[O:21])[CH2:17][OH:18])[CH:13]=[CH:14][CH:15]=1.C([O-])([O-])=O.[Na+].[Na+].S([O-])([O-])(=O)=O.[Na+].[Na+]>C1C=CC(P(C2C=CC=CC=2)[C-]2C=CC=C2)=CC=1.C1C=CC(P(C2C=CC=CC=2)[C-]2C=CC=C2)=CC=1.Cl[Pd]Cl.[Fe+2].C(Cl)Cl.COCCOC>[NH2:8][C:3]1[C:2]([C:25]2[CH:26]=[CH:27][C:22]([C:20]([NH:19][C@@H:16]([C:12]3[CH:13]=[CH:14][CH:15]=[C:10]([Cl:9])[CH:11]=3)[CH2:17][OH:18])=[O:21])=[C:23]([F:31])[CH:24]=2)=[N:7][CH:6]=[CH:5][N:4]=1 |f:2.3.4,5.6.7,8.9.10.11.12|. Reported procedure: To the reaction mixture of 3-chloropyrazin-2-amine (288 mg, 2.22 mmol), (S)-4-(1-(3-chlorophenyl)-2-hydroxyethylcarbamoyl)-3-fluorophenylboronic acid (500 mg, 1.48 mmol), PdCl2(dppf)-DCM (108 mg, 0.148 mmol), DME (1.1 mL), 2M Na2CO3 (3.703 mL) was added. The reaction mixture was heated at microwave synthesizer (120° C., 12 min). To the reaction mixture, anhydrous sodium sulfate was added, filtered, and concentrated. The crude product was pre-purified by flash chromatography eluting with EtOAc (c... Starting materials: FC(F)Cl, Cc1cc(-c2cc(=O)n(C)[nH]2)c(F)cc1Cl, [Na+], C1COCCO1, [OH-], O. Product: Cc1cc(-c2cc(OC(F)F)n(C)n2)c(F)cc1Cl. As a reaction SMILES: [Cl:1][CH:2]([F:3])[F:4].[Cl:5][c:6]1[cH:7][c:8]([F:20])[c:9](-[c:13]2[cH:14][c:15](=[O:19])[n:16]([CH3:18])[nH:17]2)[cH:10][c:11]1[CH3:12].[Na+:22].[O:23]1[CH2:24][CH2:25][O:26][CH2:27][CH2:28]1.[OH-:21].[OH2:29]>>[CH:2]([F:3])([F:4])[O:19][c:15]1[cH:14][c:13](-[c:9]2[c:8]([F:20])[cH:7][c:6]([Cl:5])[c:11]([CH3:12])[cH:10]2)[n:17][n:16]1[CH3:18]. Reactants: BrC1=CC=C(C#N)C=C1 (4-bromobenzonitrile), FC1=C(C=CC=C1)O (2-fluorophenol), CC(C)(C(CC(C(C)(C)C)=O)=O)C (2,2,6,6-tetramethylheptane-3,5-dione), C([O-])([O-])=O.[Cs+].[Cs+] (cesium carbonate). The reagents and catalysts are [Cu]Cl (copper(I) chloride). Solvent: CN1CCCC1=O (NMP). Conditions: temperature 120 celsius. Product: FC1=C(OC2=CC=C(C#N)C=C2)C=CC=C1 (4-(2′-Fluorophenoxy)-benzonitrile). The yield is 66.4%. Reaction SMILES: Br[C:2]1[CH:9]=[CH:8][C:5]([C:6]#[N:7])=[CH:4][CH:3]=1.[F:10][C:11]1[CH:16]=[CH:15][CH:14]=[CH:13][C:12]=1[OH:17].CC(C)(C(=O)CC(=O)C(C)(C)C)C.C(=O)([O-])[O-].[Cs+].[Cs+]>CN1C(=O)CCC1.[Cu]Cl>[F:10][C:11]1[CH:16]=[CH:15][CH:14]=[CH:13][C:12]=1[O:17][C:2]1[CH:9]=[CH:8][C:5]([C:6]#[N:7])=[CH:4][CH:3]=1 |f:3.4.5|. Reported procedure: Mix under argon atmosphere 4-bromobenzonitrile (2.0 g, 11.3 mmol), 2-fluorophenol (2.5 g, 22.6 mmol), 2,2,6,6-tetramethylheptane-3,5-dione (203 mg, 1.1 mmol), and cesium carbonate (7.4 g, 22.6 mmol) in anhydrous NMP (19 mL). Degas the flask, fill with argon and add copper(I) chloride (554 mg, 5.6 mmol) quickly. Degas the flask then fill with argon and heat at 120° C. for 3 h. Cool to ambient temperature, dilute with EtOAc, filter and wash the filtrate sequentially with 2M aqueous HCl, 0.3M aqueo...